This data is from the Open Reaction Database (ORD), a public repository of structured organic reaction records. The task is: describe an organic reaction: reactants, conditions, products, and yield Starting materials: N1C(CCCC1)C[C@H]1[C@@H](CC2=CC=CC=C2C1)O (trans-1,2,3,4-Tetrahydro-3-(2-piperidinylmethyl)-2-naphthalenol), C=O (formaldehyde), carbonyl. Run in ice water, O (water), [OH-].[Na+] (NaOH), C(C)O (ethanol), C(=O)O (formic acid), [OH-].[Na+] (NaOH). Product: CN1C(CCCC1)C[C@H]1[C@@H](CC2=CC=CC=C2C1)O (trans-1,2,3,4-Tetrahydro-3-[(1-methyl-2-piperidinyl)-methyl]-2-naphthalenol). Reaction SMILES: [NH:1]1[CH2:6][CH2:5][CH2:4][CH2:3][CH:2]1[CH2:7][C@@H:8]1[CH2:17][C:16]2[C:11](=[CH:12][CH:13]=[CH:14][CH:15]=2)[CH2:10][C@H:9]1[OH:18].[CH2:19]=O>C(O)=O.O.[OH-].[Na+].C(O)C>[CH3:19][N:1]1[CH2:6][CH2:5][CH2:4][CH2:3][CH:2]1[CH2:7][C@@H:8]1[CH2:17][C:16]2[C:11](=[CH:12][CH:13]=[CH:14][CH:15]=2)[CH2:10][C@H:9]1[OH:18] |f:4.5|. Procedure: trans-1,2,3,4-Tetrahydro-3-(2-piperidinylmethyl)-2-naphthalenol from Part D (21.5 g, 0.088 M) is dissolved in 20 ml 35% formaldehyde solution and 50 ml 98% formic acid. The mixture is heated overnight on a steam bath. The solution is taken to near dryness in vacuo. The residue is dissolved in water and basified with 50% NaOH solution. The material is extracted into chloroform, dried and the solvent is removed leaving a brown oil which shows a strong peak in the carbonyl region on the IR. This is...